Dataset: the Open Reaction Database (ORD), a public repository of structured organic reaction records. Task: describe an organic reaction: reactants, conditions, products, and yield Starting materials: ClCC(=O)N1CCN(CC1)C1=CC(=C(C=C1)Cl)OC (2-chloro-1-[4-(4-chloro-3-methoxy-phenyl)-piperazin-1-yl]-ethanone), resultant mixture, ClC1=CC2=C(N(C(N2)=O)C)C=C1 (5-chloro-1-methyl-1,3-dihydro-benzoimidazol-2-one), C(=O)([O-])[O-].[K+].[K+] (K2CO3). Solvent: CN1CCCC1=O (NMP). The product is ClC1=CC2=C(N(C(N2CC(=O)N2CCN(CC2)C2=CC(=C(C=C2)Cl)OC)=O)C)C=C1 (5-Chloro-3-{2-[4-(4-chloro-3-methoxy-phenyl)-piperazin-1-yl]-2-oxo-ethyl}-1-methyl-1,3-dihydro-benzoimidazol-2-one). Reaction SMILES: Cl[CH2:2][C:3]([N:5]1[CH2:10][CH2:9][N:8]([C:11]2[CH:16]=[CH:15][C:14]([Cl:17])=[C:13]([O:18][CH3:19])[CH:12]=2)[CH2:7][CH2:6]1)=[O:4].[Cl:20][C:21]1[CH:31]=[CH:30][C:24]2[N:25]([CH3:29])[C:26](=[O:28])[NH:27][C:23]=2[CH:22]=1.C([O-])([O-])=O.[K+].[K+]>CN1C(=O)CCC1>[Cl:20][C:21]1[CH:31]=[CH:30][C:24]2[N:25]([CH3:29])[C:26](=[O:28])[N:27]([CH2:2][C:3]([N:5]3[CH2:10][CH2:9][N:8]([C:11]4[CH:16]=[CH:15][C:14]([Cl:17])=[C:13]([O:18][CH3:19])[CH:12]=4)[CH2:7][CH2:6]3)=[O:4])[C:23]=2[CH:22]=1 |f:2.3.4|. Reported procedure: 33 mg of 2-chloro-1-[4-(4-chloro-3-methoxy-phenyl)-piperazin-1-yl]-ethanone (1) (0.18 mmol, 1.00 equiv), 58 mg of 5-chloro-1-methyl-1,3-dihydro-benzoimidazol-2-one (0.19 mmol, 1.05 equiv), 100 mg of K2CO3 (0.72 mmol, 4.0 equiv), and 0.8 mL of NMP were combined in a 4 mL vial. The resultant mixture was heated at 60° C. in an oil bath overnight. The crude product was purified by reversed phase HPLC (acetonitrile —H2O with 0.1% TFA as the eluent) to yield 5-chloro-3-{2-[4-(4-chloro-3-methoxy-phenyl... Starting materials: FC1=C(OC2=C(C=C(C=N2)NS(=O)(=O)CC)B2OC(C(O2)(C)C)(C)C)C=CC(=C1)F (N-[6-(2,4-difluorophenoxy)-5-(4,4,5,5-tetramethyl-1,3,2-dioxaborolan-2-yl)pyridin-3-yl]ethanesulfonamide), BrC=1C2=C(C(N(C1)C)=O)OC=C2 (4-bromo-6-methyl-6H,7H-furo[2,3-c]pyridin-7-one), [O-]P(=O)([O-])[O-].[K+].[K+].[K+] (K3PO4). The reagents and catalysts are C1=CC=C(C=C1)P([C-]2C=CC=C2)C3=CC=CC=C3.C1=CC=C(C=C1)P([C-]2C=CC=C2)C3=CC=CC=C3.Cl[Pd]Cl.[Fe+2] (Pd(dppf)Cl2). The solvent is O1CCOCC1.O (dioxane H2O). Reaction conditions: temperature 70 celsius, time 4 hour. Yields the product FC1=C(OC2=C(C=C(C=N2)NS(=O)(=O)CC)C=2C3=C(C(N(C2)C)=O)OC=C3)C=CC(=C1)F (N-[6-(2,4-difluorophenoxy)-5-(6-methyl-7-oxofuro[2,3-c]pyridin-4-yl)pyridin-3-yl]ethanesulfonamide). The yield is 32.8%. RXN SMILES: [F:1][C:2]1[CH:29]=[C:28]([F:30])[CH:27]=[CH:26][C:3]=1[O:4][C:5]1[N:10]=[CH:9][C:8]([NH:11][S:12]([CH2:15][CH3:16])(=[O:14])=[O:13])=[CH:7][C:6]=1B1OC(C)(C)C(C)(C)O1.Br[C:32]1[C:33]2[CH:42]=[CH:41][O:40][C:34]=2[C:35](=[O:39])[N:36]([CH3:38])[CH:37]=1.[O-]P([O-])([O-])=O.[K+].[K+].[K+]>O1CCOCC1.O.C1C=CC(P(C2C=CC=CC=2)[C-]2C=CC=C2)=CC=1.C1C=CC(P(C2C=CC=CC=2)[C-]2C=CC=C2)=CC=1.Cl[Pd]Cl.[Fe+2]>[F:1][C:2]1[CH:29]=[C:28]([F:30])[CH:27]=[CH:26][C:3]=1[O:4][C:5]1[N:10]=[CH:9][C:8]([NH:11][S:12]([CH2:15][CH3:16])(=[O:13])=[O:14])=[CH:7][C:6]=1[C:32]1[C:33]2[CH:42]=[CH:41][O:40][C:34]=2[C:35](=[O:39])[N:36]([CH3:38])[CH:37]=1 |f:2.3.4.5,6.7,8.9.10.11|. Procedure: A mixture of N-[6-(2,4-difluorophenoxy)-5-(4,4,5,5-tetramethyl-1,3,2-dioxaborolan-2-yl)pyridin-3-yl]ethanesulfonamide (145 mg, 0.38 mmol), 4-bromo-6-methyl-6H,7H-furo[2,3-c]pyridin-7-one (75 mg, 0.33 mmol), K3PO4 (175 mg, 0.83 mmol), Pd(dppf)Cl2 (24 mg, 10%) in dioxane/H2O (2.2 mL/200 uL) was bubbled with nitrogen for 5 min. The sealed vial was stirred at 70° C. for 4 h. After the reaction mixture was filtered through a short plug of celite, the plug was washed with EtOAc (15 mL). The filtrate w... The reactants are C=CCCC1CCCC1OC(=O)NC(C(=O)N1CC(Oc2nc3ccccc3c(=O)n2CC=C)CC1C(=O)OC)C1CCCC1, CO, [Rh]. Product: COC(=O)C1CC2CN1C(=O)C(C1CCCC1)NC(=O)OC1CCCC1CCC=CCn1c(nc3ccccc3c1=O)O2. As a reaction SMILES: [CH2:1]([CH:2]=[CH2:3])[n:4]1[c:5]([O:15][CH:16]2[CH2:17][CH:18]([C:42](=[O:43])[O:44][CH3:45])[N:19]([C:21]([CH:22]([CH:23]3[CH2:24][CH2:25][CH2:26][CH2:27]3)[NH:28][C:29](=[O:30])[O:31][CH:32]3[CH:33]([CH2:37][CH2:38][CH:39]=[CH2:40])[CH2:34][CH2:35][CH2:36]3)=[O:41])[CH2:20]2)[n:6][c:7]2[cH:8][cH:9][cH:10][cH:11][c:12]2[c:13]1=[O:14].[CH3:47][OH:48].[Rh:46]>>[CH2:1]1[CH:2]=[CH:3][CH2:38][CH2:37][CH:33]2[CH:32]([O:31][C:29](=[O:30])[NH:28][CH:22]([CH:23]3[CH2:24][CH2:25][CH2:26][CH2:27]3)[C:21](=[O:41])[N:19]3[CH:18]([C:42](=[O:43])[O:44][CH3:45])[CH2:17][CH:16]([O:15][c:5]4[n:4]1[c:13](=[O:14])[c:12]1[c:7]([n:6]4)[cH:8][cH:9][cH:10][cH:11]1)[CH2:20]3)[CH2:36][CH2:35][CH2:34]2. Starting materials: ClCCl, NS(=O)(=O)c1ccc(Cl)cc1, CCOC(=O)N=NC(=O)OCC, C1CCOC1, O=C1CCC(CCCCO)CCO1, c1ccc(P(c2ccccc2)c2ccccc2)cc1. Product: O=C1CCC(CCCCNS(=O)(=O)c2ccc(Cl)cc2)CCO1. RXN SMILES: [CH2:56]([Cl:57])[Cl:58].[Cl:14][c:15]1[cH:16][cH:17][c:18]([S:21](=[O:22])(=[O:23])[NH2:24])[cH:19][cH:20]1.[O:44]=[C:45]([O:46][CH2:47][CH3:48])[N:49]=[N:50][C:51]([O:52][CH2:53][CH3:54])=[O:55].[O:59]1[CH2:60][CH2:61][CH2:62][CH2:63]1.[OH:1][CH2:2][CH2:3][CH2:4][CH2:5][CH:6]1[CH2:7][CH2:8][C:9](=[O:10])[O:11][CH2:12][CH2:13]1.[c:25]1([P:26]([c:27]2[cH:28][cH:29][cH:30][cH:31][cH:32]2)[c:33]2[cH:34][cH:35][cH:36][cH:37][cH:38]2)[cH:39][cH:40][cH:41][cH:42][cH:43]1>>[CH2:2]([CH2:3][CH2:4][CH2:5][CH:6]1[CH2:7][CH2:8][C:9](=[O:10])[O:11][CH2:12][CH2:13]1)[NH:24][S:21]([c:18]1[cH:17][cH:16][c:15]([Cl:14])[cH:20][cH:19]1)(=[O:22])=[O:23]. Starting materials: ClC=1C=CC=2N(C1CP(=O)(OCC)OCC)C=C(N2)C(=O)OCC (Ethyl 6-chloro-5-[(diethoxyphosphinyl)methyl]imidazo[1,2-a]pyridine-2-carboxylate), P(=O)(O)(O)CC=1C=2N(C=CC1)C=C(N2)C(=O)O (8-(phosphonomethyl)imidazo[1,2-a]pyridine-2-carboxylic acid). Procedure details: Following the procedure in Example 7, the product from Example 29 was refluxed in 4N. HCl (7 mL) for 7 h. Workup produced the title product HCl salt. Product: ClC=1C=CC=2N(C1CP(=O)(O)O)C=C(N2)C(=O)O (6-chloro-5-(phosphonomethyl)imidazo[1,2-a]pyridine-2-carboxylic acid), P(=O)(O)(O)CC=1C=2N(C=CC1)C=C(N2)C(=O)O (8-(phosphonomethyl)imidazo[1,2-a]pyridine-2-carboxylic acid). RXN SMILES: [Cl:1][C:2]1[CH:3]=[CH:4][C:5]2[N:6]([CH:17]=[C:18]([C:20]([O:22]CC)=[O:21])[N:19]=2)[C:7]=1[CH2:8][P:9]([O:14]CC)([O:11]CC)=[O:10].[P:25]([CH2:29][C:30]1[C:31]2[N:32]([CH:36]=[C:37]([C:39]([OH:41])=[O:40])[N:38]=2)[CH:33]=[CH:34][CH:35]=1)([OH:28])([OH:27])=[O:26]>>[Cl:1][C:2]1[CH:3]=[CH:4][C:5]2[N:6]([CH:17]=[C:18]([C:20]([OH:22])=[O:21])[N:19]=2)[C:7]=1[CH2:8][P:9]([OH:11])([OH:14])=[O:10].[P:25]([CH2:29][C:30]1[C:31]2[N:32]([CH:36]=[C:37]([C:39]([OH:41])=[O:40])[N:38]=2)[CH:33]=[CH:34][CH:35]=1)([OH:27])([OH:28])=[O:26]. Starting materials: S(=O)(Cl)Cl (Thionyl chloride), C(=O)(O)[C@H](O)[C@@H](O)C(=O)O.N1[C@@H](CCCC1)C(=O)O ((2S)-2-piperidinecarboxylic acid L-tartrate). The solvent is CO (methanol). Run at time 18 hour. Yields the product Cl.COC(=O)[C@H]1NCCCC1 ((2S)-2-(methoxycarbonyl)piperidine hydrochloride). As a reaction SMILES: S(Cl)([Cl:3])=O.[C:5]([C@@H]([C@H](C(O)=O)O)O)(O)=O.[NH:15]1[CH2:20][CH2:19][CH2:18][CH2:17][C@H:16]1[C:21]([OH:23])=[O:22]>CO>[ClH:3].[CH3:5][O:22][C:21]([C@@H:16]1[CH2:17][CH2:18][CH2:19][CH2:20][NH:15]1)=[O:23] |f:1.2,4.5|. Procedure: Thionyl chloride (161 ml) was added dropwise to a suspension of (2S)-2-piperidinecarboxylic acid L-tartrate (60 g) [see Preparation 1] in methanol (800 ml) at 0° C. The reaction mixture was stirred for 18 hours at room temperature after which time the solvent was removed under reduced pressure and the product azeotroped with toluene, precipitated out using methanol and filtered to afford (2S)-2-(methoxycarbonyl)piperidine hydrochloride (37.7 g) as a white solid.